From a dataset of the Open Reaction Database (ORD), a public repository of structured organic reaction records. describe an organic reaction: reactants, conditions, products, and yield The reactants are NC1=NC=C(N=C1N1CCOCC1)Br (2-Amino-3-morpholino-5-bromopyrazine), N(=O)[O-].[Na+] (sodium nitrite). Reported procedure: 2-Amino-3-morpholino-5-bromopyrazine (see Preparation 92, Step A) is treated with sodium nitrite by the method described in Preparation 91, Step C, to give 2-hydroxy-3-morpholino-5-bromopyrazine. As a reaction SMILES: N[C:2]1[C:7]([N:8]2[CH2:13][CH2:12][O:11][CH2:10][CH2:9]2)=[N:6][C:5]([Br:14])=[CH:4][N:3]=1.N([O-])=[O:16].[Na+]>>[OH:16][C:2]1[C:7]([N:8]2[CH2:13][CH2:12][O:11][CH2:10][CH2:9]2)=[N:6][C:5]([Br:14])=[CH:4][N:3]=1 |f:1.2|. The product is OC1=NC=C(N=C1N1CCOCC1)Br (2-hydroxy-3-morpholino-5-bromopyrazine).